From a dataset of the Open Reaction Database (ORD), a public repository of structured organic reaction records. describe an organic reaction: reactants, conditions, products, and yield Starting materials: ClC1=NC=C(C(=N1)NC=1C=C(C=CC1)CCC1=NC=CC(=C1)NC(OC(C)(C)C)=O)Cl (tert-butyl [2-(2-{3-[(2,5-dichloropyrimidin-4-yl)amino]phenyl}ethyl)pyridin-4-yl]carbamate), Cl (hydrogen chloride). Solvent: O1CCOCC1 (1,4-dioxane), O1CCOCC1 (1,4-dioxane). Reaction conditions: time 2 hour. Product: Cl.Cl.NC1=CC(=NC=C1)CCC=1C=C(C=CC1)NC1=NC(=NC=C1Cl)Cl (N-{3-[2-(4-Aminopyridin-2-yl)ethyl]phenyl}-2,5-dichloropyrimidin-4-amine dihydrochloride). Yield: 95.0%. RXN SMILES: [Cl:1][C:2]1[N:7]=[C:6]([NH:8][C:9]2[CH:10]=[C:11]([CH2:15][CH2:16][C:17]3[CH:22]=[C:21]([NH:23]C(=O)OC(C)(C)C)[CH:20]=[CH:19][N:18]=3)[CH:12]=[CH:13][CH:14]=2)[C:5]([Cl:31])=[CH:4][N:3]=1.[ClH:32]>O1CCOCC1>[ClH:1].[ClH:32].[NH2:23][C:21]1[CH:20]=[CH:19][N:18]=[C:17]([CH2:16][CH2:15][C:11]2[CH:10]=[C:9]([NH:8][C:6]3[C:5]([Cl:31])=[CH:4][N:3]=[C:2]([Cl:1])[N:7]=3)[CH:14]=[CH:13][CH:12]=2)[CH:22]=1 |f:3.4.5|. Reported procedure: To a mixture of tert-butyl [2-(2-{3-[(2,5-dichloropyrimidin-4-yl)amino]phenyl}ethyl)pyridin-4-yl]carbamate (0.75 g, 1.6 mmol) in 1,4-dioxane (3.0 mL) was added 4 M hydrogen chloride in 1,4-dioxane (7.1 mL). The resultant reaction mixture was stirred at rt for 2 hours. The reaction mixture was concentrated under vacuum to give the desired product as a light yellow powder (0.67 g, 95%). LCMS for C17H16Cl2N5 (M+H)+: m/z=360.2, 362.0. Starting materials: C([O-])(O)=O.[Na+] (sodium bicarbonate), C(CC(C)C)(N)=S (Isovalerothioamide), C(=O)C(C(=O)OCC)Cl (ethyl formylchloroacetate), O (water). The solvent is CN(C)C=O (DMF). Run at temperature 95 celsius, time 4 hour. Product: OCC1=CN=C(S1)CC(C)C (5-Hydroxymethyl-2-(2-methylpropyl)thiazole). Reaction SMILES: [C:1](=[S:7])([NH2:6])[CH2:2][CH:3]([CH3:5])[CH3:4].[CH:8]([CH:10](Cl)[C:11](OCC)=O)=[O:9].O.C(=O)(O)[O-].[Na+]>CN(C=O)C>[OH:9][CH2:8][C:10]1[S:7][C:1]([CH2:2][CH:3]([CH3:5])[CH3:4])=[N:6][CH:11]=1 |f:3.4|. Procedure details: Isovalerothioamide (6.0 g, 51 mmol) and ethyl formylchloroacetate (Heterocycles 32 (4), 693-701, (1991), 5.0 g, 33 mmol) are dissolved in dry DMF (20 mL), and heated to 95 degrees C. for 4 hours. The reaction is subsequently cooled to 0 degrees C., and cold water (50 mL) is added. The mixture is basified to pH=8 with solid sodium bicarbonate, then extracted with ether (3×35 mL). The combined organic extracts are washed with water, then saline and dried over magnesium sulfate, filtered, and conce... The reactants are base, C(=O)(O)C(O)C(O)C(=O)O.C(C1=CC=CC=C1)N(C)C1CCN(CC1)C1=CC=C(C=C1)CO (4-(N-benzyl-N-methylamino)-1-(4-(hydroxymethyl)phenyl)piperidine tartrate), C(C)[SiH](CC)CC (triethylsilane). Solvent: C(C)(=O)O (acetic acid). The product is C(\C=C\C(=O)O)(=O)O.C(C1=CC=CC=C1)N(C)C1CCN(CC1)C1=CC=C(C=C1)C (4-(N-benzyl-N-methylamino)-1-(4-tolyl)piperidine fumarate). Reaction SMILES: [C:1]([CH:4]([CH:6]([C:8]([OH:10])=[O:9])O)O)([OH:3])=[O:2].[CH2:11]([N:18]([CH:20]1[CH2:25][CH2:24][N:23]([C:26]2[CH:31]=[CH:30][C:29]([CH2:32]O)=[CH:28][CH:27]=2)[CH2:22][CH2:21]1)[CH3:19])[C:12]1[CH:17]=[CH:16][CH:15]=[CH:14][CH:13]=1.C([SiH](CC)CC)C>C(O)(=O)C>[C:8]([OH:10])(=[O:9])/[CH:6]=[CH:4]/[C:1]([OH:3])=[O:2].[CH2:11]([N:18]([CH:20]1[CH2:21][CH2:22][N:23]([C:26]2[CH:27]=[CH:28][C:29]([CH3:32])=[CH:30][CH:31]=2)[CH2:24][CH2:25]1)[CH3:19])[C:12]1[CH:13]=[CH:14][CH:15]=[CH:16][CH:17]=1 |f:0.1,4.5|. Reported procedure: 1.9 g (6.1 mmol) of the base of the product from Example 23 were reduced with 1.1 g (9.2 mmol) of triethylsilane and 8.0 g of glacial acetic acid in a similar manner to Example 14. 2.0 g of 4-(N-benzyl-N-methylamino)-1-(4-tolyl)piperidine fumarate were obtained. Melting point 161°-163° C. The reactants are [Ba+2], Fc1cc(Br)c2[nH]ccc2c1, O=C([O-])[O-], CS(C)=O, [Cs+], [F-], [K+], [K+], [Na+], [Na+], O=C([O-])[O-], C1COCCO1, CN(C)C=O, [OH-], [OH-], O, O, O, O, O, O, O, O, O, CC1(C)OB(c2cccc3cc(-c4nc(NCCn5ccnn5)ncc4F)sc23)OC1(C)C. Product: Fc1cc(-c2cccc3cc(-c4nc(NCCn5ccnn5)ncc4F)sc23)c2[nH]ccc2c1. RXN SMILES: [Ba+2:54].[Br:34][c:35]1[cH:36][c:37]([F:44])[cH:38][c:39]2[cH:40][cH:41][nH:42][c:43]12.[C:62](=[O:63])([O-:64])[O-:65].[CH3:71][S:72]([CH3:73])=[O:74].[Cs+:69].[F-:68].[K+:66].[K+:67].[Na+:56].[Na+:57].[O-:58][C:59](=[O:60])[O-:61].[O:75]1[CH2:76][CH2:77][O:78][CH2:79][CH2:80]1.[O:81]=[CH:82][N:83]([CH3:84])[CH3:85].[OH-:53].[OH-:55].[OH2:45].[OH2:46].[OH2:47].[OH2:48].[OH2:49].[OH2:50].[OH2:51].[OH2:52].[OH2:70].[n:1]1([CH2:6][CH2:7][NH:8][c:9]2[n:10][cH:11][c:12]([F:33])[c:13](-[c:15]3[cH:16][c:17]4[c:18]([s:19]3)[c:20]([B:24]3[O:25][C:26]([CH3:27])([CH3:28])[C:29]([CH3:30])([CH3:31])[O:32]3)[cH:21][cH:22][cH:23]4)[n:14]2)[n:2][n:3][cH:4][cH:5]1>>[n:1]1([CH2:6][CH2:7][NH:8][c:9]2[n:10][cH:11][c:12]([F:33])[c:13](-[c:15]3[cH:16][c:17]4[c:18]([s:19]3)[c:20](-[c:35]3[cH:36][c:37]([F:44])[cH:38][c:39]5[cH:40][cH:41][nH:42][c:43]35)[cH:21][cH:22][cH:23]4)[n:14]2)[n:2][n:3][cH:4][cH:5]1. Starting materials: C1CCOC1, Cc1cnc(NC(=O)C(O)COC2CCC2)cn1, FC(F)(F)c1cc(Cl)cnc1-n1ncc2c(Cl)ncnc21, [H-], [Na+], O=C(O)CC(O)(CC(=O)O)C(=O)O. The product is Cc1cnc(NC(=O)C(COC2CCC2)Oc2ncnc3c2cnn3-c2ncc(Cl)cc2C(F)(F)F)cn1. RXN SMILES: [CH2:55]1[O:56][CH2:57][CH2:58][CH2:59]1.[CH:3]1([O:7][CH2:8][CH:9]([C:10](=[O:11])[NH:12][c:13]2[n:14][cH:15][c:16]([CH3:19])[n:17][cH:18]2)[OH:20])[CH2:4][CH2:5][CH2:6]1.[Cl:21][c:22]1[c:23]2[c:24]([n:25][cH:26][n:27]1)[n:28](-[c:31]1[n:32][cH:33][c:34]([Cl:41])[cH:35][c:36]1[C:37]([F:38])([F:39])[F:40])[n:29][cH:30]2.[H-:1].[Na+:2].[OH:42][C:43]([CH2:44][C:45]([C:46](=[O:47])[OH:48])([CH2:49][C:50](=[O:51])[OH:52])[OH:53])=[O:54]>>[CH:3]1([O:7][CH2:8][CH:9]([C:10](=[O:11])[NH:12][c:13]2[n:14][cH:15][c:16]([CH3:19])[n:17][cH:18]2)[O:20][c:22]2[c:23]3[c:24]([n:25][cH:26][n:27]2)[n:28](-[c:31]2[n:32][cH:33][c:34]([Cl:41])[cH:35][c:36]2[C:37]([F:38])([F:39])[F:40])[n:29][cH:30]3)[CH2:4][CH2:5][CH2:6]1. Reactants: FC(C1=CC=C(C=C1)C1=NSC2=C1C=CC(=C2)C#CCCCOS(=O)(=O)C)(F)F (Methanesulfonic acid 5-[3-(4-trifluoromethyl-phenyl)-benzo[d]isothiazol-6-yl]-pent-4-ynyl ester), CNC (dimethylamine). Reaction SMILES: [F:1][C:2]([F:29])([F:28])[C:3]1[CH:8]=[CH:7][C:6]([C:9]2[C:13]3[CH:14]=[CH:15][C:16]([C:18]#[C:19][CH2:20][CH2:21][CH2:22]OS(C)(=O)=O)=[CH:17][C:12]=3[S:11][N:10]=2)=[CH:5][CH:4]=1.[CH3:30][NH:31][CH3:32]>>[CH3:30][N:31]([CH3:32])[CH2:22][CH2:21][CH2:20][C:19]#[C:18][C:16]1[CH:15]=[CH:14][C:13]2[C:9]([C:6]3[CH:7]=[CH:8][C:3]([C:2]([F:29])([F:28])[F:1])=[CH:4][CH:5]=3)=[N:10][S:11][C:12]=2[CH:17]=1. Product: CN(CCCC#CC1=CC2=C(C(=NS2)C2=CC=C(C=C2)C(F)(F)F)C=C1)C (Dimethyl-{5-[3-(4-trifluoromethyl-phenyl)-benzo[d]isothiazol-6-yl]-pent-4-ynyl}-amine). Reported procedure: In analogy to example 17.1, Methanesulfonic acid 5-[3-(4-trifluoromethyl-phenyl)-benzo[d]isothiazol-6-yl]-pent-4-ynyl ester and dimethylamine were converted to yield Dimethyl-{5-[3-(4-trifluoromethyl-phenyl)-benzo[d]isothiazol-6-yl]-pent-4-ynyl}-amine as off-white solid, MS: 389 (MH+). Reactants: [O-]CC.[Na+] (sodium ethoxide), [Na] (sodium), N1=CC=C(C=C1)C=O (pyridin-4-aldehyde), [Br-].COC(=O)C=CC[P+](C1=CC=CC=C1)(C1=CC=CC=C1)C1=CC=CC=C1 ((3-methoxycarbonyl-2-propenyl)triphenylphosphonium bromide). The solvent is C(C)O (ethanol). Reaction conditions: time 3 day. Yields the product N1=CC=C(C=C1)C=CC=CC(=O)OC (methyl 5-(pyridin-4-yl)-2,4-pentadienoate). The yield is 73.9%. Reaction SMILES: [O-]CC.[Na+].[Na].[N:6]1[CH:11]=[CH:10][C:9]([CH:12]=O)=[CH:8][CH:7]=1.[Br-].[CH3:15][O:16][C:17]([CH:19]=[CH:20][CH2:21][P+](C1C=CC=CC=1)(C1C=CC=CC=1)C1C=CC=CC=1)=[O:18]>C(O)C>[N:6]1[CH:7]=[CH:8][C:9]([CH:12]=[CH:21][CH:20]=[CH:19][C:17]([O:16][CH3:15])=[O:18])=[CH:10][CH:11]=1 |f:0.1,4.5,^1:4|. Reported procedure: To an ethanolic solution of sodium ethoxide prepared from 1.4 g of sodium and 200 ml of ethanol were added 5.36 g of pyridin-4-aldehyde and 27 g of (3-methoxycarbonyl-2-propenyl)triphenylphosphonium bromide and the mixture was allowed to stand at room temperature for 3 days. The solvent was then distilled off under reduced pressure and the residue was dissolved in water and acidified with 10% hydrochloric acid (pH ca. 5). The solution was washed with ethyl acetate and the aqueous layer was made ...